Task: describe an organic reaction: reactants, conditions, products, and yield. Dataset: the Open Reaction Database (ORD), a public repository of structured organic reaction records Procedure details: To a solution of 1-[5-[[5-chloro-2-[(1-methyl-1H-pyrazol-4-yl)amino]pyrimidin-4-yl]amino]-hexahydrocyclopenta[c]pyrrol-2(1H)-yl]-2,2,2-trifluoro-ethanone (0.89 g, 2.10 mmol) in THF (20 mL) was added a solution of borane dimethyl sulfide complex (1 mmol/L in THF, 6 mL, 6 mmol) at 0° C. After addition, the reaction mixture was stirred at 0° C. for 10 min and then heated to reflux overnight. The reaction was quenched with 6 M HCl aqueous solution (2 mL) then stirred at rt for 1 h and concentrated i... The reactants are ClC=1C(=NC(=NC1)NC=1C=NN(C1)C)NC1CC2C(CN(C2)C(C(F)(F)F)=O)C1 (1-[5-[[5-chloro-2-[(1-methyl-1H-pyrazol-4-yl)amino]pyrimidin-4-yl]amino]-hexahydrocyclopenta[c]pyrrol-2(1H)-yl]-2,2,2-trifluoro-ethanone), CSC.B (borane dimethyl sulfide). Conditions: temperature 0 celsius, time 10 minute. The yield is 18.3%. Product: ClC=1C(=NC(=NC1)NC=1C=NN(C1)C)NC1CC2C(CN(C2)CC(F)(F)F)C1 (5-chloro-N2-(1-methyl-1H-pyrazol-4-yl)-N4-(2-(2,2,2-trifluoroethyl) octahydrocyclopenta[c]pyrrol-5-yl)pyrimidine-2,4-diamine). The solvent is C1CCOC1 (THF). RXN SMILES: [Cl:1][C:2]1[C:3]([NH:15][CH:16]2[CH2:29][CH:19]3[CH2:20][N:21]([C:23](=O)[C:24]([F:27])([F:26])[F:25])[CH2:22][CH:18]3[CH2:17]2)=[N:4][C:5]([NH:8][C:9]2[CH:10]=[N:11][N:12]([CH3:14])[CH:13]=2)=[N:6][CH:7]=1.CSC.B>C1COCC1>[Cl:1][C:2]1[C:3]([NH:15][CH:16]2[CH2:17][CH:18]3[CH2:22][N:21]([CH2:23][C:24]([F:26])([F:25])[F:27])[CH2:20][CH:19]3[CH2:29]2)=[N:4][C:5]([NH:8][C:9]2[CH:10]=[N:11][N:12]([CH3:14])[CH:13]=2)=[N:6][CH:7]=1 |f:1.2|. The reactants are CC1(C(NC(N1)=O)=O)C (5,5-dimethylimidazolidine-2,4-dione), C(CC)C1=C(C=CC=2C(=NOC21)C(F)(F)F)OCCCBr (7-propyl-3-(trifluoromethyl)-6-(3-bromopropyloxy)-1,2-benzisoxazole). Yields the product CC1(C(N(C(N1)=O)CCCOC1=C(C2=C(C(=NO2)C(F)(F)F)C=C1)CCC)=O)C (5,5-dimethyl-3-(3-{[7-propyl-3-(trifluoromethyl)-1,2-benzisoxazol-6-yl]oxy}propyl)imidazolidine-2,4-dione). As a reaction SMILES: [CH3:1][C:2]1([CH3:9])[NH:6][C:5](=[O:7])[NH:4][C:3]1=[O:8].[CH2:10]([C:13]1[C:21]2[O:20][N:19]=[C:18]([C:22]([F:25])([F:24])[F:23])[C:17]=2[CH:16]=[CH:15][C:14]=1[O:26][CH2:27][CH2:28][CH2:29]Br)[CH2:11][CH3:12]>>[CH3:1][C:2]1([CH3:9])[NH:6][C:5](=[O:7])[N:4]([CH2:29][CH2:28][CH2:27][O:26][C:14]2[CH:15]=[CH:16][C:17]3[C:18]([C:22]([F:24])([F:25])[F:23])=[N:19][O:20][C:21]=3[C:13]=2[CH2:10][CH2:11][CH3:12])[C:3]1=[O:8]. Procedure: 5,5-Dimethyl-3-(3-{[7-propyl-3-(trifluoromethyl)-1,2-benzisoxazol-6-yl]oxy}propyl)imidazolidine-2,4-dione was prepared as for Example 10 from 5,5-dimethylimidazolidine-2,4-dione and the bromide from Example 7. After aqueous work-up and silica gel chromatography, the title compound was obtained. Reported procedure: Condensation of BocProOH (4.30 g.) and HMePheOMe (2.74 g.) by the mixed anhydride method using diphenylphosphinyl chloride gave BocPro-MePheOMe in 77% yield. Demethylation of BocPro-MePheOMe (3.0 g.) using aqueous sodium hydroxide gave BocPro-MePheOH in 83% yield. Condensation of BocPro-MePheOH (1.71 g.) and HPheOBz (2.14 g.) using dicyclohexylcarbodiimide and N-hydroxysuccinimide gave BocPro-MePhe-PheOBz in 76% yield. Debenzylation of BocPro-MePhe-PheOBz (2.0 g.) by hydrogenation with palladium... Yield: 83.0%. Product: N1([C@H](C(=O)N([C@@H](CC2=CC=CC=C2)C(=O)O)C)CCC1)C(=O)OC(C)(C)C (BocPro-MePheOH). RXN SMILES: [N:1]1([C:22]([O:24][C:25]([CH3:28])([CH3:27])[CH3:26])=[O:23])[CH2:21][CH2:20][CH2:19][C@H:2]1[C:3]([N:5]([CH3:18])[C@H:6]([C:14]([O:16]C)=[O:15])[CH2:7][C:8]1[CH:13]=[CH:12][CH:11]=[CH:10][CH:9]=1)=[O:4].[OH-].[Na+]>>[N:1]1([C:22]([O:24][C:25]([CH3:28])([CH3:27])[CH3:26])=[O:23])[CH2:21][CH2:20][CH2:19][C@H:2]1[C:3]([N:5]([CH3:18])[C@H:6]([C:14]([OH:16])=[O:15])[CH2:7][C:8]1[CH:13]=[CH:12][CH:11]=[CH:10][CH:9]=1)=[O:4] |f:1.2|. The reactants are N1([C@H](C(=O)N([C@@H](CC2=CC=CC=C2)C(=O)OC)C)CCC1)C(=O)OC(C)(C)C (BocPro-MePheOMe), [OH-].[Na+] (sodium hydroxide).